This data is from the Open Reaction Database (ORD), a public repository of structured organic reaction records. The task is: describe an organic reaction: reactants, conditions, products, and yield Starting materials: [Al+3], O=C1CCCC2CCCCC12, CCOCC, [H-], [H-], [H-], [H-], [Li+], [Na+], [OH-]. The product is OC1CCCC2CCCCC12. Reaction SMILES: [Al+3:2].[C:7]1(=[O:17])[CH2:8][CH2:9][CH2:10][CH:11]2[CH2:12][CH2:13][CH2:14][CH2:15][CH:16]12.[CH3:20][CH2:21][O:22][CH2:23][CH3:24].[H-:1].[H-:4].[H-:5].[H-:6].[Li+:3].[Na+:19].[OH-:18]>>[CH:7]1([OH:17])[CH2:8][CH2:9][CH2:10][CH:11]2[CH2:12][CH2:13][CH2:14][CH2:15][CH:16]12. Starting materials: C1CCOC1, CC(C)O, O=[N+]([O-])c1ccc2ccn(Cc3cncnc3)c2c1. RXN SMILES: [CH2:20]1[O:21][CH2:22][CH2:23][CH2:24]1.[CH:25]([OH:26])([CH3:27])[CH3:28].[N+:1]([O-:2])(=[O:3])[c:4]1[cH:5][cH:6][c:7]2[cH:8][cH:9][n:10]([CH2:13][c:14]3[cH:15][n:16][cH:17][n:18][cH:19]3)[c:11]2[cH:12]1>>[NH2:1][c:4]1[cH:5][cH:6][c:7]2[cH:8][cH:9][n:10]([CH2:13][c:14]3[cH:15][n:16][cH:17][n:18][cH:19]3)[c:11]2[cH:12]1. Yields the product Nc1ccc2ccn(Cc3cncnc3)c2c1.